From a dataset of the Open Reaction Database (ORD), a public repository of structured organic reaction records. describe an organic reaction: reactants, conditions, products, and yield The reactants are C(C1=CC=CC=C1)OC(=O)CN1C[C@H](N(CC1)C(C1=CC(=CC(=C1)C(F)(F)F)C(F)(F)F)=O)CC1=CNC2=CC=CC=C12 ((2R)-4-(benzyloxycarbonylmethyl)-1-[3,5-bis(trifluoromethyl)benzoyl]-2-(1H-indol-3-ylmethyl)-piperazine), Pd charcoal. Solvent: O1CCCC1 (tetrahydrofuran). Run at time 17 hour. Product: C(=O)(O)CN1C[C@H](N(CC1)C(C1=CC(=CC(=C1)C(F)(F)F)C(F)(F)F)=O)CC1=CNC2=CC=CC=C12 ((2R)-4-(carboxymethyl)-1-[3,5-bis(trifluoromethyl)benzoyl]-2-(1H-indol-3-ylmethyl)piperazine). The yield is 52.5%. As a reaction SMILES: C([O:8][C:9]([CH2:11][N:12]1[CH2:17][CH2:16][N:15]([C:18](=[O:33])[C:19]2[CH:24]=[C:23]([C:25]([F:28])([F:27])[F:26])[CH:22]=[C:21]([C:29]([F:32])([F:31])[F:30])[CH:20]=2)[C@H:14]([CH2:34][C:35]2[C:43]3[C:38](=[CH:39][CH:40]=[CH:41][CH:42]=3)[NH:37][CH:36]=2)[CH2:13]1)=[O:10])C1C=CC=CC=1>O1CCCC1>[C:9]([CH2:11][N:12]1[CH2:17][CH2:16][N:15]([C:18](=[O:33])[C:19]2[CH:20]=[C:21]([C:29]([F:31])([F:30])[F:32])[CH:22]=[C:23]([C:25]([F:27])([F:28])[F:26])[CH:24]=2)[C@H:14]([CH2:34][C:35]2[C:43]3[C:38](=[CH:39][CH:40]=[CH:41][CH:42]=3)[NH:37][CH:36]=2)[CH2:13]1)([OH:10])=[O:8]. Procedure details: A mixture of (2R)-4-(benzyloxycarbonylmethyl)-1-[3,5-bis(trifluoromethyl)benzoyl]-2-(1H-indol-3-ylmethyl)-piperazine (1.86 g), 10% Pd charcoal (0.186 g) and tetrahydrofuran (93 ml) was stirred for 17 hours under hydrogen gas atmosphere (1 atm). The catalyst was removed by filtration and the filtrate was concentrated. The residue was triturated with ethyl ether to give (2R)-4-(carboxymethyl)-1-[3,5-bis(trifluoromethyl)benzoyl]-2-(1H-indol-3-ylmethyl)piperazine (0.83 g) as a white powder. Reactants: COC=1C(=NC2=CC=CC=C2N1)C(=O)O (3Methoxy-2-quinoxalinecarboxylic acid), C1=CN(C=N1)C(=O)N2C=CN=C2 (N,N-carbonyldiimidazole), NC1=NN=NN1 (5-Amino-1H-tetrazole). Solvent: O1CCCC1 (tetrahydrofuran), CN(C=O)C (dimethylformamide). The product is COC=1C(=NC2=CC=CC=C2N1)C(=O)NC1=NN=NN1 (3-Methoxy-N(1H-tetrazol-5-yl)-2-quinoxalinecarboxamide). Reaction SMILES: [CH3:1][O:2][C:3]1[C:4]([C:13]([OH:15])=O)=[N:5][C:6]2[C:11]([N:12]=1)=[CH:10][CH:9]=[CH:8][CH:7]=2.C1N=CN(C(N2C=NC=C2)=O)C=1.[NH2:28][C:29]1[NH:33][N:32]=[N:31][N:30]=1>O1CCCC1.CN(C)C=O>[CH3:1][O:2][C:3]1[C:4]([C:13]([NH:28][C:29]2[NH:33][N:32]=[N:31][N:30]=2)=[O:15])=[N:5][C:6]2[C:11]([N:12]=1)=[CH:10][CH:9]=[CH:8][CH:7]=2. Procedure details: 3Methoxy-2-quinoxalinecarboxylic acid (1.5 g) and N,N-carbonyldiimidazole (1.2 g) in tetrahydrofuran (50 ml) were heated under reflux for 15 minutes. 5-Amino-1H-tetrazole (0.7 g) in dimethylformamide (5 ml) was added and the solution was heated under reflux for 1 hour. The crystalline solid was collected and stirred with dilute hydrochloric acid (25 ml., 2N) and the solid was filtered off and dried. It had m.p. 260° (d) (45%). Run at temperature 170 celsius. The reactants are C(C)(C)(C)O[C@H](C(=O)OCC)C1=C(C2=C(N=C(S2)C2=CC(=NC=C2)N2C(C3=CC=NC=C3C=C2)=O)C=C1C)C1=CC=C(C=C1)Cl ((S)-ethyl 2-tert-butoxy-2-(7-(4-chlorophenyl)-5-methyl-2-(2-(1-oxo-2,6-naphthyridin-2(1H)-yl)pyridin-4-yl)benzo[d]thiazol-6-yl)acetate), [Li+].[I-] (LiI). Yields the product C(C)(C)(C)O[C@H](C(=O)O)C1=C(C2=C(N=C(S2)C2=CC(=NC=C2)N2C(C3=CC=NC=C3C=C2)=O)C=C1C)C1=CC=C(C=C1)Cl ((S)-2-tert-butoxy-2-(7-(4-chlorophenyl)-5-methyl-2-(2-(1-oxo-2,6-naphthyridin-2(1H)-yl)pyridin-4-yl)benzo[d]thiazol-6-yl)acetic acid). Run in N1=CC=CC=C1 (pyridine). Procedure details: To a solution of (S)-ethyl 2-tert-butoxy-2-(7-(4-chlorophenyl)-5-methyl-2-(2-(1-oxo-2,6-naphthyridin-2(1H)-yl)pyridin-4-yl)benzo[d]thiazol-6-yl)acetate (15.5 mg, 0.024 mmol) in pyridine (0.8 mL) was added LiI (100 mg, excess). The reaction mixture was heating in a microwave at 170° C. for 90 min. The mixture was concentrated in vacuo and then purified by reverse phase HPLC, eluting by 0-100% acetonitrile in H2O with 0.1% TFA to give the desired product. LCMS-ESI+ (m/z): [M+H]+ calcd for C33H28Cl... RXN SMILES: [C:1]([O:5][C@@H:6]([C:12]1[C:37]([CH3:38])=[CH:36][C:15]2[N:16]=[C:17]([C:19]3[CH:24]=[CH:23][N:22]=[C:21]([N:25]4[CH:34]=[CH:33][C:32]5[C:27](=[CH:28][CH:29]=[N:30][CH:31]=5)[C:26]4=[O:35])[CH:20]=3)[S:18][C:14]=2[C:13]=1[C:39]1[CH:44]=[CH:43][C:42]([Cl:45])=[CH:41][CH:40]=1)[C:7]([O:9]CC)=[O:8])([CH3:4])([CH3:3])[CH3:2].[Li+].[I-]>N1C=CC=CC=1>[C:1]([O:5][C@@H:6]([C:12]1[C:37]([CH3:38])=[CH:36][C:15]2[N:16]=[C:17]([C:19]3[CH:24]=[CH:23][N:22]=[C:21]([N:25]4[CH:34]=[CH:33][C:32]5[C:27](=[CH:28][CH:29]=[N:30][CH:31]=5)[C:26]4=[O:35])[CH:20]=3)[S:18][C:14]=2[C:13]=1[C:39]1[CH:44]=[CH:43][C:42]([Cl:45])=[CH:41][CH:40]=1)[C:7]([OH:9])=[O:8])([CH3:4])([CH3:2])[CH3:3] |f:1.2|. Starting materials: C(CC)O (1-propanol), ClC1=C(C=CC(=C1)OC1=CC=NC2=CC(=C(C=C12)OC)OC)NC(=O)NC1=NOC(=C1)C (N-{2-Chloro-4-[(6,7-dimethoxy-4-quinolyl)oxy]phenyl}-N′-(5-methyl-3-isoxazolyl)urea), Cl (hydrochloric acid). Solvent: CN(C=O)C (N,N-dimethylformamide). Conditions: time 1 hour. The product is II, Cl.ClC1=C(C=CC(=C1)OC1=CC=NC2=CC(=C(C=C12)OC)OC)NC(=O)NC1=NOC(=C1)C (N-{2-chloro-4-[(6,7-dimethoxy-4-quinolyl)oxy]phenyl}-N′-(5-methyl-3-isoxazolyl)urea hydrochloride). Yield: 167.6%. As a reaction SMILES: [Cl:1][C:2]1[CH:7]=[C:6]([O:8][C:9]2[C:18]3[C:13](=[CH:14][C:15]([O:21][CH3:22])=[C:16]([O:19][CH3:20])[CH:17]=3)[N:12]=[CH:11][CH:10]=2)[CH:5]=[CH:4][C:3]=1[NH:23][C:24]([NH:26][C:27]1[CH:31]=[C:30]([CH3:32])[O:29][N:28]=1)=[O:25].Cl.C(O)CC>CN(C)C=O>[ClH:1].[Cl:1][C:2]1[CH:7]=[C:6]([O:8][C:9]2[C:18]3[C:13](=[CH:14][C:15]([O:21][CH3:22])=[C:16]([O:19][CH3:20])[CH:17]=3)[N:12]=[CH:11][CH:10]=2)[CH:5]=[CH:4][C:3]=1[NH:23][C:24]([NH:26][C:27]1[CH:31]=[C:30]([CH3:32])[O:29][N:28]=1)=[O:25] |f:4.5|. Procedure details: N-{2-Chloro-4-[(6,7-dimethoxy-4-quinolyl)oxy]phenyl}-N′-(5-methyl-3-isoxazolyl)urea (2 g) produced in Production Example was added to and was completely dissolved in N,N-dimethylformamide (10 mL) at 80° C. The solution was allowed to cool to room temperature, and 12 N hydrochloric acid (202 mL) was then added thereto, followed by stirring for one hr. The reaction solution was heated to 80° C., 1-propanol (60 mL) of 80° C. was added thereto, and the mixture was stirred at 80° C. After the precipi... The reactants are O (Water), CN1CCOCC1 (N-methylmorpholine), ClC(=O)OC(C)C (isopropyl chloroformate), Cl.ClC=1C=CC2=C(C=C(O2)C(C)NC(C(C(C)C)N)=O)C1 (N-[1-(5-chloro-2-benzofuranyl)ethyl]-2-amino-3-methylbutanamide hydrochloride). Solvent: ClCCl (dichloromethane). Conditions: time 15 hour. Product: ClC=1C=CC2=C(C=C(O2)C(C)NC([C@@H](NC(=O)OC(C)C)C(C)C)=O)C1 (N1 -[1-(5-chloro-2-benzofuranyl)ethyl]-N2 -isopropoxycarbonyl-L-valinamide). Yield: 47.1%. RXN SMILES: CN1CCOCC1.Cl[C:9]([O:11][CH:12]([CH3:14])[CH3:13])=[O:10].Cl.[Cl:16][C:17]1[CH:18]=[CH:19][C:20]2[O:24][C:23]([CH:25]([NH:27][C:28](=[O:34])[CH:29]([NH2:33])[CH:30]([CH3:32])[CH3:31])[CH3:26])=[CH:22][C:21]=2[CH:35]=1.O>ClCCl>[Cl:16][C:17]1[CH:18]=[CH:19][C:20]2[O:24][C:23]([CH:25]([NH:27][C:28](=[O:34])[C@H:29]([CH:30]([CH3:31])[CH3:32])[NH:33][C:9]([O:11][CH:12]([CH3:14])[CH3:13])=[O:10])[CH3:26])=[CH:22][C:21]=2[CH:35]=1 |f:2.3|. Reported procedure: 0.54 g of N-methylmorpholine, and subsequently 0.7 g of isopropyl chloroformate were added to a solution containing 1.57 g of N-[1-(5-chloro-2-benzofuranyl)ethyl]-2-amino-3-methylbutanamide hydrochloride dissolved in 40 ml of dichloromethane at -15° C. The mixture was allowed to sit and warm naturally to room temperature and stirred for 15 hours at room temperature. Water was subsequently added to the reaction mixture. After the dichloromethane layer was washed with water, the organic layer was ... Reactants: FC=1C=C(C=O)C=CC1C(F)(F)F (3-fluoro-4-trifluoromethyl-benzaldehyde), C(CC(=O)O)(=O)O (malonic acid). Product: FC=1C=C(C=CC1C(F)(F)F)C=CC(=O)O (3-(3-fluoro-4-trifluoromethyl-phenyl)-acrylic acid). RXN SMILES: [F:1][C:2]1[CH:3]=[C:4]([CH:7]=[CH:8][C:9]=1[C:10]([F:13])([F:12])[F:11])[CH:5]=O.C(O)(=O)[CH2:15][C:16]([OH:18])=[O:17]>>[F:1][C:2]1[CH:3]=[C:4]([CH:5]=[CH:15][C:16]([OH:18])=[O:17])[CH:7]=[CH:8][C:9]=1[C:10]([F:13])([F:12])[F:11]. Procedure: According to the previously described general procedure (GP1), Knoevenagel condensation (75° C.; 3h20) between 3-fluoro-4-trifluoromethyl-benzaldehyde (9.000 g; 46.848 mmol) and malonic acid (9.262 g; 89.012 mmol) gave the product 3-(3-fluoro-4-trifluoromethyl-phenyl)-acrylic acid as a colorless solid (9.520 g; 87%). LC-MS: tR=0.90 min; [M+H]+: no ionisation.